This data is from the Open Reaction Database (ORD), a public repository of structured organic reaction records. The task is: describe an organic reaction: reactants, conditions, products, and yield Reactants: CI (methyl iodide), CC=1C=C(OCC=2C=C(NC2C(=O)OCC)C(=O)OCC)C=CC1 (Diethyl 4-(3-methylphenoxy)methylpyrrole-2,5-dicarboxylate), ice, [H-].[Na+] (sodium hydride), CCOCC (ether). Solvent: hexanes, CN(C)C=O (DMF), CN(C)C=O (DMF), O (water). Reaction conditions: time 1 hour. Yields the product CN1C(=CC(=C1C(=O)OCC)COC1=CC(=CC=C1)C)C(=O)OCC (diethyl 1-methyl-4-(3-methylphenoxy)methylpyrrole-2,5-dicarboxylate). As a reaction SMILES: [CH3:1][C:2]1[CH:3]=[C:4]([CH:22]=[CH:23][CH:24]=1)[O:5][CH2:6][C:7]1[CH:8]=[C:9]([C:17]([O:19][CH2:20][CH3:21])=[O:18])[NH:10][C:11]=1[C:12]([O:14][CH2:15][CH3:16])=[O:13].[H-].[Na+].CI.[CH3:29]COCC>CN(C=O)C.O>[CH3:29][N:10]1[C:11]([C:12]([O:14][CH2:15][CH3:16])=[O:13])=[C:7]([CH2:6][O:5][C:4]2[CH:22]=[CH:23][CH:24]=[C:2]([CH3:1])[CH:3]=2)[CH:8]=[C:9]1[C:17]([O:19][CH2:20][CH3:21])=[O:18] |f:1.2|. Procedure details: Diethyl 4-(3-methylphenoxy)methylpyrrole-2,5-dicarboxylate (107 g, 0.41 mol) is dissolved in dry DMF (200 ml) and added dropwise over 10 minutes to an ice-cooled suspension of hexanes-washed sodium hydride (0.41 mol) in dry DMF (400 ml). The resulting mixture was then stirred for one hour, then recooled in an ice bath and treated dropwise over 15 minutes with methyl iodide (30 ml, 0.49 mol). Stirring is continued for an additional thirty minutes, then the mixture is slowly poured into a separato... Reactants: BrC1=NC=CC(=C1)C=1C(=NN(C1)C(C)CC)C=1SC(=CC1)Cl (2-bromo-4-[1-sec-butyl-3-(5-chloro-2-thienyl)-1H-pyrazol-4-yl]pyridine), C1(CC1)C#C (cyclopropylacetylene), C(C)(C)N(C(C)C)CC (N,N-diisopropylethlamine). The reagents and catalysts are [Cu](I)I (copper iodide), Cl[Pd]([P](C1=CC=CC=C1)(C2=CC=CC=C2)C3=CC=CC=C3)([P](C4=CC=CC=C4)(C5=CC=CC=C5)C6=CC=CC=C6)Cl (dichlorobis(triphenylphosphine)palladium). Run in O1CCCC1 (tetrahydrofurane). Reaction conditions: temperature 120 celsius, time 3 minute. The product is C(C)(CC)N1N=C(C(=C1)C1=CC(=NC=C1)C#CC1CC1)C=1SC(=CC1)Cl (4-[1-sec-butyl-3-(5-chloro-2-thienyl)-1H-pyrazol-4-yl]-2-(cyclopropylethynyl)pyridine). The yield is 50.9%. Reaction SMILES: Br[C:2]1[CH:7]=[C:6]([C:8]2[C:9]([C:17]3[S:18][C:19]([Cl:22])=[CH:20][CH:21]=3)=[N:10][N:11]([CH:13]([CH2:15][CH3:16])[CH3:14])[CH:12]=2)[CH:5]=[CH:4][N:3]=1.[CH:23]1([C:26]#[CH:27])[CH2:25][CH2:24]1.C(N(CC)C(C)C)(C)C>O1CCCC1.[Cu](I)I.Cl[Pd](Cl)([P](C1C=CC=CC=1)(C1C=CC=CC=1)C1C=CC=CC=1)[P](C1C=CC=CC=1)(C1C=CC=CC=1)C1C=CC=CC=1>[CH:13]([N:11]1[CH:12]=[C:8]([C:6]2[CH:5]=[CH:4][N:3]=[C:2]([C:27]#[C:26][CH:23]3[CH2:25][CH2:24]3)[CH:7]=2)[C:9]([C:17]2[S:18][C:19]([Cl:22])=[CH:20][CH:21]=2)=[N:10]1)([CH2:15][CH3:16])[CH3:14] |^1:47,66|. Procedure: To a solution of 2-bromo-4-[1-sec-butyl-3-(5-chloro-2-thienyl)-1H-pyrazol-4-yl]pyridine (0.18 mmol) in 2 mL of tetrahydrofurane was added cyclopropylacetylene (0.71 mmol), copper iodide (0.053 mmol), dichlorobis(triphenylphosphine)palladium (II) (0.053 mmol) and N,N-diisopropylethlamine (0.88 mmol). The resulting mixture was stirred in the microwave at 120° C. for 3 min. The solvent was then evaporated and the residue was purified by chromatography on silica gel (hepthane:ethyl acetate 5:1 to 2:...